From a dataset of the Open Reaction Database (ORD), a public repository of structured organic reaction records. describe an organic reaction: reactants, conditions, products, and yield Reactants: CCCCCCc1ccc2nc(-c3ccc(OC(C)=O)cc3)sc2c1, CCO, [Na+], [OH-], O. Product: CCCCCCc1ccc2nc(-c3ccc(O)cc3)sc2c1. Reaction SMILES: [C:1](=[O:2])([CH3:3])[O:4][c:5]1[cH:6][cH:7][c:8](-[c:11]2[s:12][c:13]3[c:14]([n:15]2)[cH:16][cH:17][c:18]([CH2:20][CH2:21][CH2:22][CH2:23][CH2:24][CH3:25])[cH:19]3)[cH:9][cH:10]1.[CH3:28][CH2:29][OH:30].[Na+:27].[OH-:26].[OH2:31]>>[OH:4][c:5]1[cH:6][cH:7][c:8](-[c:11]2[s:12][c:13]3[c:14]([n:15]2)[cH:16][cH:17][c:18]([CH2:20][CH2:21][CH2:22][CH2:23][CH2:24][CH3:25])[cH:19]3)[cH:9][cH:10]1. Starting materials: C1(CCCC1)C[C@@H](C(=O)O)C1=CC=C(C=C1)S(=O)(=O)C (3-cyclopentyl-2(R)-(4-methanesulfonylphenyl)-propionic acid), C(C)(C)(C)ON=C(C)C1=NC=C(N=C1)N (1-(5-amino-pyrazin-2-yl)-ethanone O-tert-butyl-oxime), N1=C(C=CC=C1C)C (2,6-lutidine), C(C(=O)Cl)(=O)Cl (oxalyl chloride). The reagents and catalysts are CN(C=O)C (N,N-dimethylformamide). Solvent: C(Cl)Cl (methylene chloride), O1CCCC1 (tetrahydrofuran). Reaction conditions: temperature 0 celsius, time 15 minute. The product is ethyl acetate hexanes, C(C)(C)(C)ON=C(C)C=1N=CC(=NC1)NC([C@H](CC1CCCC1)C1=CC=C(C=C1)S(=O)(=O)C)=O (N-[5-(1-tert-butoxyimino-ethyl)-pyrazin-2-yl]-3-cyclopentyl-2(R)-(4-methanesulfonyl-phenyl)-propionamide). Isolated yield 54.9%. RXN SMILES: [CH:1]1([CH2:6][C@H:7]([C:11]2[CH:16]=[CH:15][C:14]([S:17]([CH3:20])(=[O:19])=[O:18])=[CH:13][CH:12]=2)[C:8]([OH:10])=O)[CH2:5][CH2:4][CH2:3][CH2:2]1.C(Cl)(=O)C(Cl)=O.[C:27]([O:31][N:32]=[C:33]([C:35]1[CH:40]=[N:39][C:38]([NH2:41])=[CH:37][N:36]=1)[CH3:34])([CH3:30])([CH3:29])[CH3:28].N1C(C)=CC=CC=1C>C(Cl)Cl.CN(C)C=O.O1CCCC1>[C:27]([O:31][N:32]=[C:33]([C:35]1[N:36]=[CH:37][C:38]([NH:41][C:8](=[O:10])[C@@H:7]([C:11]2[CH:16]=[CH:15][C:14]([S:17]([CH3:20])(=[O:19])=[O:18])=[CH:13][CH:12]=2)[CH2:6][CH:1]2[CH2:2][CH2:3][CH2:4][CH2:5]2)=[N:39][CH:40]=1)[CH3:34])([CH3:28])([CH3:29])[CH3:30]. Procedure details: A solution of 3-cyclopentyl-2(R)-(4-methanesulfonylphenyl)-propionic acid (prepared as in Example 3, 500.0 mg, 1.687 mmol) in methylene chloride (4.2 mL) was cooled to 0° C. The reaction mixture was treated with N,N-dimethylformamide (1 drop) and oxalyl chloride (294 μL, 3.374 mmol). The reaction mixture was stirred at 0° C. for 15 min and then slowly allowed to warm to 25° C. where it was stirred for 3 h. The solution was then concentrated in vacuo. The resulting residue was dissolved in methyl...